This data is from the Open Reaction Database (ORD), a public repository of structured organic reaction records. The task is: describe an organic reaction: reactants, conditions, products, and yield Reactants: O=C1CCCC=2C(=CC(=CC12)OS(=O)(=O)C(F)(F)F)OS(=O)(=O)C(F)(F)F (Trifluoro-methanesulfonic acid 8-oxo-4-trifluoromethanesulfonyloxy-5,6,7,8-tetrahydro-naphthalen-2-yl ester), C([O-])([O-])=O.[Cs+].[Cs+] (cesium carbonate), C(OC)COC (dimethoxyethane). The solvent is [Cl-].[NH4+] (ammonium chloride). Reaction conditions: temperature 80 celsius, time 3 hour. The product is OC1=CC(=CC=2C(CCCC12)=O)OS(=O)(=O)C(F)(F)F (trifluoro-methanesulfonic acid 4-hydroxy-8-oxo-5,6,7,8-tetrahydro-naphthalen-2-yl ester). Yield: 47.7%. RXN SMILES: [O:1]=[C:2]1[C:11]2[CH:10]=[C:9]([O:12][S:13]([C:16]([F:19])([F:18])[F:17])(=[O:15])=[O:14])[CH:8]=[C:7]([O:20]S(C(F)(F)F)(=O)=O)[C:6]=2[CH2:5][CH2:4][CH2:3]1.C(=O)([O-])[O-].[Cs+].[Cs+].C(COC)OC>[Cl-].[NH4+]>[OH:20][C:7]1[C:6]2[CH2:5][CH2:4][CH2:3][C:2](=[O:1])[C:11]=2[CH:10]=[C:9]([O:12][S:13]([C:16]([F:19])([F:17])[F:18])(=[O:15])=[O:14])[CH:8]=1 |f:1.2.3,5.6|. Procedure: To a mixture of trifluoro-methanesulfonic acid 8-oxo-4-trifluoromethanesulfonyloxy-5,6,7,8-tetrahydro-naphthalen-2-yl ester (XXVII, 542 mg, 1.23 mmol) and cesium carbonate (599 mg, 1.84 mmol) was added dimethoxyethane (11 mL) at room temperature. The resulting brown suspension was then heated at 80° C. and stirred for 3 h. The reaction mixture was cooled to room temperature and diluted with saturated ammonium chloride solution (50 mL), and then extracted with ethyl acetate (2×50 mL). The combine... The reactants are ClC1=CC(=NC=N1)N (6-chloropyrimidin-4-amine), O=C(CN1CCOCC1)N1CCNCC1 (4-(2-Oxo-2-piperazin-1-ylethyl)morpholine), CCN(C(C)C)C(C)C (DIEA). Product: N1(CCOCC1)CC(=O)N1CCN(CC1)C1=CC(=NC=N1)N (6-[4-(morpholin-4-ylacetyl)piperazin-1-yl]pyrimidin-4-amine). RXN SMILES: Cl[C:2]1[N:7]=[CH:6][N:5]=[C:4]([NH2:8])[CH:3]=1.[O:9]=[C:10]([N:18]1[CH2:23][CH2:22][NH:21][CH2:20][CH2:19]1)[CH2:11][N:12]1[CH2:17][CH2:16][O:15][CH2:14][CH2:13]1.CCN(C(C)C)C(C)C>>[N:12]1([CH2:11][C:10]([N:18]2[CH2:19][CH2:20][N:21]([C:2]3[N:7]=[CH:6][N:5]=[C:4]([NH2:8])[CH:3]=3)[CH2:22][CH2:23]2)=[O:9])[CH2:13][CH2:14][O:15][CH2:16][CH2:17]1. Procedure: 7-2 (0.22 g, 1.76 mmol), 42-2 (0.37 g, 1.76 mmol) and DIEA (0.23 g, 1.76 mmol) were reacted to afford 42-3, which was purified on a silica column. 1H-NMR(CD3OD): 8.00(s, 1H); 5.75(s, 1H); 3.70(m, 6H); 3.65(m, 4H); 3.56(m, 2H); 3.30(s, 2H); 2.54(br s, 4H). The reactants are BrC1=CC=C2C=NC(=NN21)NC2=CC=C(C=C2)N2CCOCC2 ((7-bromo-pyrrolo[2,1-f][1,2,4]triazin-2-yl)-(4-morpholin-4-yl-phenyl)-amine), FC1=NC=CC=C1B(O)O (2-fluoro-3-pyridineboronic acid). The product is FC1=NC=CC=C1C1=CC=C2C=NC(=NN21)NC2=CC=C(C=C2)N2CCOCC2 ([7-(2-Fluoro-pyridin-3-yl)-pyrrolo[2,1-f][1,2,4]triazin-2-yl]-(4-morpholin-4-yl-phenyl)-amine), solid. The yield is 81.0%. RXN SMILES: Br[C:2]1[N:10]2[C:5]([CH:6]=[N:7][C:8]([NH:11][C:12]3[CH:17]=[CH:16][C:15]([N:18]4[CH2:23][CH2:22][O:21][CH2:20][CH2:19]4)=[CH:14][CH:13]=3)=[N:9]2)=[CH:4][CH:3]=1.[F:24][C:25]1[C:30](B(O)O)=[CH:29][CH:28]=[CH:27][N:26]=1>>[F:24][C:25]1[C:30]([C:2]2[N:10]3[C:5]([CH:6]=[N:7][C:8]([NH:11][C:12]4[CH:13]=[CH:14][C:15]([N:18]5[CH2:23][CH2:22][O:21][CH2:20][CH2:19]5)=[CH:16][CH:17]=4)=[N:9]3)=[CH:4][CH:3]=2)=[CH:29][CH:28]=[CH:27][N:26]=1. Procedure details: [7-(2-Fluoro-pyridin-3-yl)-pyrrolo[2,1-f][1,2,4]triazin-2-yl]-(4-morpholin-4-yl-phenyl)-amine was prepared from (7-bromo-pyrrolo[2,1-f][1,2,4]triazin-2-yl)-(4-morpholin-4-yl-phenyl)-amine and 2-fluoro-3-pyridineboronic acid in an analogous manner to Example 1031b. Product isolated as a yellow solid (93 mg, 81%). m.p.=215-221° C.; LCMS (m/e) 391 (M+H); 1H-NMR (CDCl3, 400 MHz) δ 8.94-8.85 (m, 1H), 8.75 (s, 1H), 8.24-8.17 (m, 1H), 7.49 (d, 2H, J=7.6 Hz), 7.36-7.27 (m, 1H), 7.19-7.12 (m, 1H), 6.90 (... Reaction SMILES: [Br:1][C:2]1[CH:7]=[C:6]([C:8]2[C:17]3[C:18]4[CH:24]=[CH:23][CH:22]=[CH:21][C:19]=4[S:20][C:16]=3[C:15]([S:25][CH2:26][CH2:27][N:28]([CH3:30])[CH3:29])=[C:14]3[C:9]=2[CH:10]=[CH:11][CH:12]=[CH:13]3)[CH:5]=[C:4]([Br:31])[C:3]=1[OH:32].O[C@@H:34]([CH2:39][C:40]1[CH:45]=[CH:44][CH:43]=[CH:42][CH:41]=1)[C:35]([O:37]C)=[O:36].BrBr>>[Br:31][C:4]1[CH:5]=[C:6]([C:8]2[C:17]3[C:18]4[CH:24]=[CH:23][CH:22]=[CH:21][C:19]=4[S:20][C:16]=3[C:15]([S:25][CH2:26][CH2:27][N:28]([CH3:30])[CH3:29])=[C:14]3[C:9]=2[CH:10]=[CH:11][CH:12]=[CH:13]3)[CH:7]=[C:2]([Br:1])[C:3]=1[O:32][C@H:34]([CH2:39][C:40]1[CH:45]=[CH:44][CH:43]=[CH:42][CH:41]=1)[C:35]([OH:37])=[O:36]. Reported procedure: Prepared from of 2,6-dibromo-4-[6-(2-dimethylamino-ethylsulfanyl)-benzo [b]naphtho[2,3-d]thiophen-11-yl]-phenol (Example 66) and (S)-2-hydroxy-3-phenylpropionic acid, methyl ester (Example 96). White solid: mp 169-174° C.; NMR (DMSO-d6); δ13.3 (broad s, 1 H), 8.64 (d, J=8 Hz, 1 H), 8.04 (d, J=8 Hz, 1 H), 7.81 (ddd, J=8,7,1 Hz, 1 H), 7.76 (dd, J=16,1 Hz), 7.72-7.48 (m, 4 H), 7.42-7.22 (m, 7 H), 6.64 (d, J=8 Hz, 1 H), 5.32 (t, J=7 Hz, 1 H), 3.36-3.14 (m, 6 H); 2.64 (s, 6 H); MS (+FAB): [(M+H)+], 2... Yields the product BrC1=C(O[C@@H](C(=O)O)CC2=CC=CC=C2)C(=CC(=C1)C1=C2C=CC=CC2=C(C2=C1C1=C(S2)C=CC=C1)SCCN(C)C)Br ((R)-2-{2,6-Dibromo-4-[6-(2-dimethylamino-ethylsulfanyl)-benzo[b]naphtho[2,3-d]thiophen-11 -yl]-phenoxy}-3-phenyl-propionic acid). The reactants are 736, BrC1=C(C(=CC(=C1)C1=C2C=CC=CC2=C(C2=C1C1=C(S2)C=CC=C1)SCCN(C)C)Br)O (2,6-Dibromo-4-[6-(2-dimethylaminoethylsulfanyl)-benzo[b]naphtho[2,3-d]thiophen-11-yl]-phenol), O[C@H](C(=O)OC)CC1=CC=CC=C1 ((S)-2-Hydroxy-3-phenylpropionic acid, methyl ester), 738, BrBr (bromine). Reactants: C(C)(=O)SCC(C(=O)N1[C@H](C(=O)OCC2=NN3C(NC=4C=CC=CC4C3=C2)=O)CCC1)C ((S)-1-[3-(acetylthio)-2-methyl-1-oxopropyl]-L-proline, (5,6-dihydro-5-oxopyrazolo[1,5-c]-quinazolin-2-yl)-methyl ester). The solvent is N (ammonia). Conditions: time 2 hour. Product: SCC(C(=O)N1[C@H](C(=O)OCC2=NN3C(NC=4C=CC=CC4C3=C2)=O)CCC1)C ((S)-1-(3-Mercapto-2-methyl-1-oxopropyl)-L-proline, (5,6-dihydro-5-oxopyrazolo-[1,5-c]quinazolin-2-yl)methyl ester). The yield is 72.5%. As a reaction SMILES: C([S:4][CH2:5][CH:6]([CH3:32])[C:7]([N:9]1[CH2:31][CH2:30][CH2:29][C@H:10]1[C:11]([O:13][CH2:14][C:15]1[CH:27]=[C:26]2[N:17]([C:18](=[O:28])[NH:19][C:20]3[CH:21]=[CH:22][CH:23]=[CH:24][C:25]=32)[N:16]=1)=[O:12])=[O:8])(=O)C>N>[SH:4][CH2:5][CH:6]([CH3:32])[C:7]([N:9]1[CH2:31][CH2:30][CH2:29][C@H:10]1[C:11]([O:13][CH2:14][C:15]1[CH:27]=[C:26]2[N:17]([C:18](=[O:28])[NH:19][C:20]3[CH:21]=[CH:22][CH:23]=[CH:24][C:25]=32)[N:16]=1)=[O:12])=[O:8]. Reported procedure: A mixture of 4.56 g (0.01 M) of (S)-1-[3-(acetylthio)-2-methyl-1-oxopropyl]-L-proline, (5,6-dihydro-5-oxopyrazolo[1,5-c]-quinazolin-2-yl)-methyl ester and 200 cc 1.25 N of methanolic ammonia is stirred at room temperature under nitrogen for 2 hours. A clear solution forms after about 10 minutes. The solution is concentrated to dryness at 15 mm and 30° and the residue (4.4 g) dissolved in 250 cc 50% CHCl3 --CH2Cl2, washed with 2×150 cc H2O (to remove acetamide) and dried over MgSO4. The solution ...